Dataset: the Open Reaction Database (ORD), a public repository of structured organic reaction records. Task: describe an organic reaction: reactants, conditions, products, and yield Reactants: CC=1C=C(C=C(C1OC(CCCC)C1=NC(=CC=C1)C1=CC=C(C=C1)C(F)(F)F)C)/C=C/C(=O)OCC (ethyl (2E)-3-{3,5-dimethyl-4-[(1-{6-[4-(trifluoromethyl)phenyl]-2-pyridinyl}pentyl)oxy]phenyl}-2-propenoate), [OH-].[Na+] (NaOH), Cl (HCl). Run in C1CCOC1 (THF), CO (MeOH). Run at time 2 hour. Product: CC=1C=C(C=C(C1OC(CCCC)C1=NC(=CC=C1)C1=CC=C(C=C1)C(F)(F)F)C)/C=C/C(=O)O ((2E)-3-{3,5-Dimethyl-4-[(1-{6-[4-(trifluoromethyl)phenyl]-2-pyridinyl}pentyl)oxy]phenyl}-2-propenoic acid). Isolated yield 82.7%. As a reaction SMILES: [CH3:1][C:2]1[CH:3]=[C:4](/[CH:31]=[CH:32]/[C:33]([O:35]CC)=[O:34])[CH:5]=[C:6]([CH3:30])[C:7]=1[O:8][CH:9]([C:14]1[CH:19]=[CH:18][CH:17]=[C:16]([C:20]2[CH:25]=[CH:24][C:23]([C:26]([F:29])([F:28])[F:27])=[CH:22][CH:21]=2)[N:15]=1)[CH2:10][CH2:11][CH2:12][CH3:13].[OH-].[Na+].Cl>C1COCC1.CO>[CH3:30][C:6]1[CH:5]=[C:4](/[CH:31]=[CH:32]/[C:33]([OH:35])=[O:34])[CH:3]=[C:2]([CH3:1])[C:7]=1[O:8][CH:9]([C:14]1[CH:19]=[CH:18][CH:17]=[C:16]([C:20]2[CH:21]=[CH:22][C:23]([C:26]([F:29])([F:27])[F:28])=[CH:24][CH:25]=2)[N:15]=1)[CH2:10][CH2:11][CH2:12][CH3:13] |f:1.2|. Procedure details: To a stirring solution of ethyl (2E)-3-{3,5-dimethyl-4-[(1-{6-[4-(trifluoromethyl)phenyl]-2-pyridinyl}pentyl)oxy]phenyl}-2-propenoate (35 mg, 0.07 mmol) in THF (5 mL) and MeOH (5 mL) at ambient temperature was added NaOH (2N, 5 mL) and the mixture stirred for 2 h and then left to stand overnight. HCl (2N, 5 mL) was then added and the mixture reduced under vacuum. The residue was then purified by SPE (silica, 5 g cartridge) with a pad of celite on the top, eluting with cyclohexane:EtOAc (gradient...